From a dataset of the Open Reaction Database (ORD), a public repository of structured organic reaction records. describe an organic reaction: reactants, conditions, products, and yield Reactants: C1(CC1)C1=CC(=C(C(=O)OC)C=C1)CC (methyl 4-cyclopropyl-2-ethylbenzoate), C1(CC1)C1=CC(=C(C(=O)OC)C=C1)CC (methyl 4-cyclopropyl-2-ethylbenzoate), II (I2), NaIO4, S(O)(O)(=O)=O (sulfuric acid). The solvent is CC(=O)O (AcOH). Conditions: temperature 50 celsius, time 2 hour. Yields the product C1(CC1)C1=CC(=C(C(=O)OC)C=C1I)CC (methyl 4-cyclopropyl-2-ethyl-5-iodobenzoate). Yield: 49.5%. RXN SMILES: [CH:1]1([C:4]2[CH:13]=[CH:12][C:7]([C:8]([O:10][CH3:11])=[O:9])=[C:6]([CH2:14][CH3:15])[CH:5]=2)[CH2:3][CH2:2]1.[I:16]I.S(=O)(=O)(O)O>CC(O)=O>[CH:1]1([C:4]2[C:13]([I:16])=[CH:12][C:7]([C:8]([O:10][CH3:11])=[O:9])=[C:6]([CH2:14][CH3:15])[CH:5]=2)[CH2:2][CH2:3]1. Procedure details: To a round-bottom flask was added a solution of methyl 4-cyclopropyl-2-ethylbenzoate (compound 226.3, 5.00 g, 24.5 mmol, 1.00 equiv) in AcOH (40 mL). I2 (6.80 g, 26.8 mmol, 1.10 equiv), NaIO4 (2.60 g, 12.2 mmol, 0.50 equiv), and sulfuric acid (400 mg, 4.08 mmol, 0.15 equiv) were added to the reaction. The resulting solution was stirred for 2 h at 50° C. After cooling to ambient temperature, the reaction was carefully quenched with Na2S2O3 (aq., sat.). The mixture was extracted with 2×100 mL of e... Starting materials: FC(C1=CC(=NC=2N1N=CC2C(=O)O)C2=CC=C(C=C2)C(F)(F)F)F (7-difluoromethyl-5-(4-trifluoromethyl-phenyl)-pyrazolo[1,5-a]pyrimidine-3-carboxylic acid), NC=1C=C(C=CC1)S(=O)(=O)NCCC1=CC=NC=C1 (3-amino-N-(2-pyridin-4-yl-ethyl)-benzenesulfonamide). Yields the product N1=CC=C(C=C1)CCNS(=O)(=O)C=1C=C(C=CC1)NC(=O)C=1C=NN2C1N=C(C=C2C(F)F)C2=CC=C(C=C2)C(F)(F)F (7-Difluoromethyl-5-(4-trifluoromethyl-phenyl)-pyrazolo[1,5-a]pyrimidine-3-carboxylic acid[3-(2-pyridin-4-yl-ethylsulfamoyl)-phenyl]-amide). Reaction SMILES: [F:1][CH:2]([F:25])[C:3]1[N:8]2[N:9]=[CH:10][C:11]([C:12](O)=[O:13])=[C:7]2[N:6]=[C:5]([C:15]2[CH:20]=[CH:19][C:18]([C:21]([F:24])([F:23])[F:22])=[CH:17][CH:16]=2)[CH:4]=1.[NH2:26][C:27]1[CH:28]=[C:29]([S:33]([NH:36][CH2:37][CH2:38][C:39]2[CH:44]=[CH:43][N:42]=[CH:41][CH:40]=2)(=[O:35])=[O:34])[CH:30]=[CH:31][CH:32]=1>>[N:42]1[CH:43]=[CH:44][C:39]([CH2:38][CH2:37][NH:36][S:33]([C:29]2[CH:28]=[C:27]([NH:26][C:12]([C:11]3[CH:10]=[N:9][N:8]4[C:3]([CH:2]([F:25])[F:1])=[CH:4][C:5]([C:15]5[CH:16]=[CH:17][C:18]([C:21]([F:24])([F:22])[F:23])=[CH:19][CH:20]=5)=[N:6][C:7]=34)=[O:13])[CH:32]=[CH:31][CH:30]=2)(=[O:35])=[O:34])=[CH:40][CH:41]=1. Reported procedure: The title compound was prepared from 7-difluoromethyl-5-(4-trifluoromethyl-phenyl)-pyrazolo[1,5-a]pyrimidine-3-carboxylic acid (example C.1) and 3-amino-N-(2-pyridin-4-yl-ethyl)-benzenesulfonamide (example B.7) according to general procedure II. Yellow solid. MS (ISP) 615.3 [(M−H−]; mp 238° C. The reactants are C(C)OC(=O)C1CCN(CC1)C1=CC=C(C=C1)C(=O)O (1-(4-carboxy-phenyl)-piperidine-4-carboxylic acid ethyl ester), CCN=C=NCCCN(C)C (EDCI), C(C)N1C=CC2=CC=C(C=C12)[N+](=O)[O-] (1-ethyl-6-nitro-1H-indole). Reagents/catalysts: [Pd] (Pd/C). The solvent is CCO (EtOH). Conditions: time 8 hour. The product is C(C)OC(=O)C1CCN(CC1)C1=CC=C(C=C1)C(NC1=CC=C2C=CN(C2=C1)CC)=O (1-[4-(1-Ethyl-1H-indol-6-ylcarbamoyl)-phenyl]-piperidine-4-carboxylic acid ethyl ester). Isolated yield 34.8%. As a reaction SMILES: [CH2:1]([N:3]1[C:11]2[C:6](=[CH:7][CH:8]=[C:9]([N+:12]([O-])=O)[CH:10]=2)[CH:5]=[CH:4]1)[CH3:2].[CH2:15]([O:17][C:18]([CH:20]1[CH2:25][CH2:24][N:23]([C:26]2[CH:31]=[CH:30][C:29]([C:32](O)=[O:33])=[CH:28][CH:27]=2)[CH2:22][CH2:21]1)=[O:19])[CH3:16].CCN=C=NCCCN(C)C>CCO.[Pd]>[CH2:15]([O:17][C:18]([CH:20]1[CH2:21][CH2:22][N:23]([C:26]2[CH:27]=[CH:28][C:29]([C:32](=[O:33])[NH:12][C:9]3[CH:10]=[C:11]4[C:6]([CH:5]=[CH:4][N:3]4[CH2:1][CH3:2])=[CH:7][CH:8]=3)=[CH:30][CH:31]=2)[CH2:24][CH2:25]1)=[O:19])[CH3:16]. Procedure details: A slurry of 1-ethyl-6-nitro-1H-indole (100 mg, 0.52 mmol) and 10% Pd/C (21 mg) in EtOH was hydrogenated under 1 atm of H2 for 2 h. The mixture was filtered and concentrated and the intermediate amine was dissolved in CH2Cl2 (5 mL) and treated with 1-(4-carboxy-phenyl)-piperidine-4-carboxylic acid ethyl ester (110 mg, 0.39 mmol) and EDCI (228 mg, 1.19 mmol). After stirring overnight the reaction mixture was partitioned between EtOAc and water. The EtOAc layer was collected, filtered and concentra... The reactants are C1(CCCC1)OC=1C=C(C=O)C=CC1OC (3-cyclopentoxy-4-methoxybenzaldehyde), C(CCC)[Li] (butyl lithium), C(C)[Mg]Br (ethylmagnesium bromide), C[Si](N[Si](C)(C)C)(C)C (1,1,1,3,3,3-hexamethyldisilazane), [Cl-].[NH4+] (ammonium chloride). Run in O1CCCC1 (tetrahydrofuran), CC#N (CH3CN), CCCCCC (hexane), O1CCCC1 (tetrahydrofuran). Reaction conditions: time 30 minute. Yields the product C1(CCCC1)OC=1C=C(C=CC1OC)C(CC)N (1-(3-Cyclopentoxy-4-methoxyphenyl)propylamine). RXN SMILES: C[Si](C)(C)N[Si](C)(C)C.C([Li])C[CH2:12][CH3:13].[CH:15]1([O:20][C:21]2[CH:22]=[C:23]([CH:26]=[CH:27][C:28]=2[O:29][CH3:30])[CH:24]=O)[CH2:19][CH2:18][CH2:17][CH2:16]1.C([Mg]Br)C.[Cl-].[NH4+:36]>O1CCCC1.CC#N.CCCCCC>[CH:15]1([O:20][C:21]2[CH:22]=[C:23]([CH:24]([NH2:36])[CH2:12][CH3:13])[CH:26]=[CH:27][C:28]=2[O:29][CH3:30])[CH2:19][CH2:18][CH2:17][CH2:16]1 |f:4.5|. Procedure details: To an ice bath cooled stirred solution of 1,1,1,3,3,3-hexamethyldisilazane (2.5M, 4.1 mL, 19.5 mmol) in tetrahydrofuran (5 mL) under nitrogen, was added a hexane solution of butyl lithium (7.2 mL, 18 mmol) via syringe. The ice bath was removed and the solution was stirred for 30 minutes at room temperature. This solution then was added dropwise to an ice bath cooled solution of 3-cyclopentoxy-4-methoxybenzaldehyde (3.3 g, 15 mmol) in tetrahydrofuran (5 mL) and the mixture stirred for 20 minutes....